From a dataset of the Open Reaction Database (ORD), a public repository of structured organic reaction records. describe an organic reaction: reactants, conditions, products, and yield Reactants: C=CCC1CC1, Cc1c(Nc2ccc(I)cc2F)c(N)c2n(c1=O)CCO2, O=S(=O)(Cl)Cl, c1ccncc1. Yields the product C=CCC1(S(=O)(=O)Nc2c(Nc3ccc(I)cc3F)c(C)c(=O)n3c2OCC3)CC1. As a reaction SMILES: [CH2:27]([CH:28]=[CH2:29])[CH:30]1[CH2:31][CH2:32]1.[NH2:1][c:2]1[c:3]2[n:4]([c:5](=[O:18])[c:6]([CH3:17])[c:7]1[NH:8][c:9]1[c:10]([F:16])[cH:11][c:12]([I:15])[cH:13][cH:14]1)[CH2:19][CH2:20][O:21]2.[S:22](=[O:23])(=[O:24])([Cl:25])[Cl:26].[cH:33]1[cH:34][cH:35][n:36][cH:37][cH:38]1>>[NH:1]([c:2]1[c:3]2[n:4]([c:5](=[O:18])[c:6]([CH3:17])[c:7]1[NH:8][c:9]1[c:10]([F:16])[cH:11][c:12]([I:15])[cH:13][cH:14]1)[CH2:19][CH2:20][O:21]2)[S:22](=[O:23])(=[O:24])[C:30]1([CH2:27][CH:28]=[CH2:29])[CH2:31][CH2:32]1. Reactants: [OH-].[K+] (potassium hydroxide), Cl (hydrogen chloride), C(C)(=O)OC=1C=C(C=O)C=C(C1)OC(C)=O (3,5-diacetoxybenzaldehyde), C(CS)S (1,2-ethanedithiol). The solvent is CCOCC (ether). Reaction conditions: time 0.75 hour. The product is S1C(SCC1)C=1C=C(C=C(O)C1)O (5-(1,3-dithiolan-2-yl)resorcinol). The yield is 83.8%. As a reaction SMILES: Cl.C([O:5][C:6]1[CH:7]=[C:8]([CH:11]=[C:12]([O:14]C(=O)C)[CH:13]=1)[CH:9]=O)(=O)C.[CH2:18]([SH:21])[CH2:19][SH:20].[OH-].[K+]>CCOCC>[S:20]1[CH2:19][CH2:18][S:21][CH:9]1[C:8]1[CH:7]=[C:6]([OH:5])[CH:13]=[C:12]([CH:11]=1)[OH:14] |f:3.4|. Reported procedure: Dry hydrogen chloride was bubbled into a solution of 50.0 g (0.23 mole) of 3,5-diacetoxybenzaldehyde and 21.4 g (0.23 mole) of 1,2-ethanedithiol in 25 ml of ether until the solution became warm. After allowing the solution to stand at ambient temperature for 0.75 hour, the solvent was removed in vacuo and excess methanol was added. A solid of 1,3-diacetoxy-5-(1,3-dithiolan-2-yl)benzene (mp 94°-96° C.) was separated by filtration. It was resuspended in 100 ml of methanol and 21.7 g (0.23 mole) of... Reactants: Br, CC(=O)O, COc1ccccc1, CC(=O)O, CC(C)(C)OC(=O)CN1C(=O)C(NC(=O)c2cc3ccccc3[nH]2)C(c2ccccc2)Sc2ccccc21. The product is O=C(O)CN1C(=O)C(NC(=O)c2cc3ccccc3[nH]2)C(c2ccccc2)Sc2ccccc21. RXN SMILES: [BrH:51].[C:47]([OH:48])(=[O:49])[CH3:50].[CH3:39][O:40][c:41]1[cH:42][cH:43][cH:44][cH:45][cH:46]1.[CH3:52][C:53](=[O:54])[OH:55].[nH:1]1[c:2]([C:10](=[O:11])[NH:12][CH:13]2[CH:14]([c:33]3[cH:34][cH:35][cH:36][cH:37][cH:38]3)[S:15][c:16]3[c:17]([cH:29][cH:30][cH:31][cH:32]3)[N:18]([CH2:21][C:22](=[O:23])[O:24][C:25]([CH3:26])([CH3:27])[CH3:28])[C:19]2=[O:20])[cH:3][c:4]2[cH:5][cH:6][cH:7][cH:8][c:9]12>>[nH:1]1[c:2]([C:10](=[O:11])[NH:12][CH:13]2[CH:14]([c:33]3[cH:34][cH:35][cH:36][cH:37][cH:38]3)[S:15][c:16]3[c:17]([cH:29][cH:30][cH:31][cH:32]3)[N:18]([CH2:21][C:22](=[O:23])[OH:24])[C:19]2=[O:20])[cH:3][c:4]2[cH:5][cH:6][cH:7][cH:8][c:9]12.